This data is from the Open Reaction Database (ORD), a public repository of structured organic reaction records. The task is: describe an organic reaction: reactants, conditions, products, and yield Starting materials: COC(CCN1CCN(CC1)C1=CC=C(C=C1)[N+](=O)[O-])=O (3-[4-(4-Nitro-phenyl)-piperazin-1-yl]-propionic acid methyl ester). Reagents/catalysts: [Pd] (Pd/C). Run in C(C)O (ethanol). Conditions: time 16 hour. Yields the product COC(CCN1CCN(CC1)C1=CC=C(C=C1)N)=O (3-[4-(4-Amino-phenyl)-piperazin-1-yl]-propionic acid methyl ester). Isolated yield 94.1%. Reaction SMILES: [CH3:1][O:2][C:3](=[O:21])[CH2:4][CH2:5][N:6]1[CH2:11][CH2:10][N:9]([C:12]2[CH:17]=[CH:16][C:15]([N+:18]([O-])=O)=[CH:14][CH:13]=2)[CH2:8][CH2:7]1>[Pd].C(O)C>[CH3:1][O:2][C:3](=[O:21])[CH2:4][CH2:5][N:6]1[CH2:11][CH2:10][N:9]([C:12]2[CH:17]=[CH:16][C:15]([NH2:18])=[CH:14][CH:13]=2)[CH2:8][CH2:7]1. Procedure details: A mixture of the compound from step 1 (1.8 g), Pd/C (5%, 0.3 g) and ethanol (150 ml) was stirred at ambient temperature under hydrogen (1 atm) for 16 h. The reaction mixture was filtered and the solvent was removed under vacuum to furnish the title compound as a light tan solid (1.52 g, 94.6%): MS (ESI) m/z 264 (M+H); 1H NMR (400 MHz, CDCl3) δ 2.55 (t, J=7.2 Hz, 2H), 2.65 (t, J=4.8 Hz, 4H), 2.77 (t, J=7.2 Hz, 2H), 3.05 (br, 4H), 3.70 (s, 3H), 6.80-6.83 (m, 2H), 8.11-8.14 (m, 2H). The reactants are [Cl-].[NH4+] (ammonium chloride), C(=C)[Mg]Br (vinyl magnesium bromide), C(CCCCCCCCCC)=O (undecanal). Solvent: O1CCCC1 (tetrahydrofuran), O1CCCC1 (tetrahydrofuran). Run at time 6 hour. Yields the product C=CC(CCCCCCCCCC)O ((+)-Tridec-1-en-3-ol). RXN SMILES: [CH:1]([Mg]Br)=[CH2:2].[CH:5](=[O:16])[CH2:6][CH2:7][CH2:8][CH2:9][CH2:10][CH2:11][CH2:12][CH2:13][CH2:14][CH3:15].[Cl-].[NH4+]>O1CCCC1>[CH2:1]=[CH:2][CH:5]([OH:16])[CH2:6][CH2:7][CH2:8][CH2:9][CH2:10][CH2:11][CH2:12][CH2:13][CH2:14][CH3:15] |f:2.3|. Reported procedure: To a solution of vinyl magnesium bromide in tetrahydrofuran (1M, 82.0 mL) at 0° C. was added a solution of undecanal i (7.00 g, 41.1 mmol) in tetrahydrofuran (25 mL) in about 10 min. After 6 h at 0° C., saturated ammonium chloride solution (50 mL) was added. The two layers were separated. The water layer was extracted with ether (2×50 mL). The combined organic solutions were dried over anhydrous magnesium sulfate, filtered, and concentrated. The residue was purified by flash chromatography (10% ... Reactants: O=C1CCC=2C=CC(=CC2C1)C#N (7-oxo-5,6,7,8-tetrahydronaphthalene-2-carbonitrile), BrC1=CC=C2CCC(CC2=C1)=O (7-bromo-2-tetralone), C(C=C)N (allylamine), [BH-](OC(=O)C)(OC(=O)C)OC(=O)C.[Na+] (NaBH(OAc)3). The reagents and catalysts are CC(=O)O (HOAc). The solvent is C(Cl)Cl (DCM), C(Cl)Cl (DCM). Conditions: time 48 hour. Yields the product C(C=C)NC1CCC=2C=CC(=CC2C1)C#N (7-(Allylamino)-5,6,7,8-tetrahydronaphthalene-2-carbonitrile). Reaction SMILES: O=[C:2]1[CH2:11][C:10]2[CH:9]=[C:8]([C:12]#[N:13])[CH:7]=[CH:6][C:5]=2[CH2:4][CH2:3]1.BrC1C=C2C(CCC(=O)C2)=CC=1.[CH2:26]([NH2:29])[CH:27]=[CH2:28].[BH-](OC(C)=O)(OC(C)=O)OC(C)=O.[Na+]>C(Cl)Cl.CC(O)=O>[CH2:26]([NH:29][CH:2]1[CH2:11][C:10]2[CH:9]=[C:8]([C:12]#[N:13])[CH:7]=[CH:6][C:5]=2[CH2:4][CH2:3]1)[CH:27]=[CH2:28] |f:3.4|. Procedure: To a solution of 7-oxo-5,6,7,8-tetrahydronaphthalene-2-carbonitrile [prepared from commercially available 7-bromo-2-tetralone following a similar procedure as described in WO2004/071389A2](500 mg, 2.9 mmol) in 20 mL of anhydrous DCM was added 3 drops of HOAc, allylamine (330 mg, 5.8 mmol) and NaBH(OAc)3 (2.46 g, 12 mmol), and the mixture was stirred at RT under nitrogen for 48 hours. DCM was added and the mixture was washed with saturated NaCO3 and brine. The organic layer was dried over anhydro... Reactants: C1(CC1)C(CC(=O)OCC)C1=CC(=NC=C1)COC1=NC(=C(C=C1)C1=C(C=CC(=C1)OC)F)CC(C)(C)C (ethyl 3-cyclopropyl-3-(2-(((5-(2-fluoro-5-methoxyphenyl)-6-neopentylpyridin-2-yl)oxy)methyl)pyridin-4-yl)propanoate), [OH-].[Na+] (sodium hydroxide), Cl (hydrochloric acid). Solvent: C1CCOC1 (THF), CO (methanol). Run at time 1 hour. Product: C1(CC1)C(CC(=O)O)C1=CC(=NC=C1)COC1=NC(=C(C=C1)C1=C(C=CC(=C1)OC)F)CC(C)(C)C (3-cyclopropyl-3-(2-(((6-(2,2-dimethylpropyl)-5-(2-fluoro-5-methoxyphenyl)pyridin-2-yl)oxy)methyl)pyridin-4-yl)propanoic acid). Yield: 92.9%. As a reaction SMILES: [CH:1]1([CH:4]([C:11]2[CH:16]=[CH:15][N:14]=[C:13]([CH2:17][O:18][C:19]3[CH:24]=[CH:23][C:22]([C:25]4[CH:30]=[C:29]([O:31][CH3:32])[CH:28]=[CH:27][C:26]=4[F:33])=[C:21]([CH2:34][C:35]([CH3:38])([CH3:37])[CH3:36])[N:20]=3)[CH:12]=2)[CH2:5][C:6]([O:8]CC)=[O:7])[CH2:3][CH2:2]1.[OH-].[Na+].Cl>C1COCC1.CO>[CH:1]1([CH:4]([C:11]2[CH:16]=[CH:15][N:14]=[C:13]([CH2:17][O:18][C:19]3[CH:24]=[CH:23][C:22]([C:25]4[CH:30]=[C:29]([O:31][CH3:32])[CH:28]=[CH:27][C:26]=4[F:33])=[C:21]([CH2:34][C:35]([CH3:38])([CH3:37])[CH3:36])[N:20]=3)[CH:12]=2)[CH2:5][C:6]([OH:8])=[O:7])[CH2:2][CH2:3]1 |f:1.2|. Procedure details: To a solution of ethyl 3-cyclopropyl-3-(2-(((5-(2-fluoro-5-methoxyphenyl)-6-neopentylpyridin-2-yl)oxy)methyl)pyridin-4-yl)propanoate (140 mg) in THF (2.0 mL) and methanol (1.0 mL) was added 1N aqueous sodium hydroxide solution (2.0 mL), and the mixture was stirred at room temperature for 1 hr. To the reaction mixture was added 1N hydrochloric acid (2.0 mL) at room temperature, and the mixture was extracted with ethyl acetate. The extract was washed with water and saturated brine, and dried over ... Starting materials: CCOC(=O)CP(=O)(OCC)OCC, Cc1oc(-c2ccccc2)nc1COc1ccc(Cn2cc(C=O)c(-c3ccccc3)c2)cn1, CN(C)C=O, [H-], [Na+], O. Product: CCOC(=O)C=Cc1cn(Cc2ccc(OCc3nc(-c4ccccc4)oc3C)nc2)cc1-c1ccccc1. As a reaction SMILES: [CH2:37]([O:38][P:39]([O:40][CH2:41][CH3:42])(=[O:43])[CH2:45][C:46](=[O:47])[O:48][CH2:49][CH3:50])[CH3:44].[CH3:3][c:4]1[c:5]([CH2:15][O:16][c:17]2[cH:18][cH:19][c:20]([CH2:23][n:24]3[cH:25][c:26]([CH:35]=[O:36])[c:27](-[c:29]4[cH:30][cH:31][cH:32][cH:33][cH:34]4)[cH:28]3)[cH:21][n:22]2)[n:6][c:7](-[c:9]2[cH:10][cH:11][cH:12][cH:13][cH:14]2)[o:8]1.[CH3:52][N:53]([CH3:54])[CH:55]=[O:56].[H-:1].[Na+:2].[OH2:51]>>[CH3:3][c:4]1[c:5]([CH2:15][O:16][c:17]2[cH:18][cH:19][c:20]([CH2:23][n:24]3[cH:25][c:26]([CH:35]=[CH:45][C:46](=[O:47])[O:48][CH2:49][CH3:50])[c:27](-[c:29]4[cH:30][cH:31][cH:32][cH:33][cH:34]4)[cH:28]3)[cH:21][n:22]2)[n:6][c:7](-[c:9]2[cH:10][cH:11][cH:12][cH:13][cH:14]2)[o:8]1. Starting materials: [Li]CCCC, C1CCOC1, C1CCOC1, CC(C)OB1OC(C)(C)C(C)(C)O1, CC(C)NC(C)C, CC(F)c1c(F)cccc1Cl, Cl, C1CCOC1. Yields the product CC(F)c1c(Cl)ccc(B2OC(C)(C)C(C)(C)O2)c1F. Reaction SMILES: [CH2:1]([Li:2])[CH2:3][CH2:4][CH3:5].[CH2:42]1[O:43][CH2:44][CH2:45][CH2:46]1.[CH2:47]1[O:48][CH2:49][CH2:50][CH2:51]1.[CH:24]([O:25][B:28]1[O:29][C:30]([CH3:35])([CH3:36])[C:31]([CH3:33])([CH3:34])[O:32]1)([CH3:26])[CH3:27].[CH:6]([NH:7][CH:8]([CH3:9])[CH3:10])([CH3:11])[CH3:12].[Cl:13][c:14]1[c:15]([CH:21]([CH3:22])[F:23])[c:16]([F:20])[cH:17][cH:18][cH:19]1.[ClH:52].[O:37]1[CH2:38][CH2:39][CH2:40][CH2:41]1>>[Cl:13][c:14]1[c:15]([CH:21]([CH3:22])[F:23])[c:16]([F:20])[c:17]([B:28]2[O:29][C:30]([CH3:35])([CH3:36])[C:31]([CH3:33])([CH3:34])[O:32]2)[cH:18][cH:19]1. Starting materials: NC1=CC=C(C(=O)O)C=C1 (p-aminobenzoic acid), C1(CCC=CCC1)C(=O)Cl (4-cycloheptene-1-carboxylic acid chloride). Yields the product C1(CCC=CCC1)C(=O)NC1=CC=C(C(=O)O)C=C1 (4-(4-Cycloheptene-1-carbonylamino)-benzoic acid). RXN SMILES: [NH2:1][C:2]1[CH:10]=[CH:9][C:5]([C:6]([OH:8])=[O:7])=[CH:4][CH:3]=1.[CH:11]1([C:18](Cl)=[O:19])[CH2:17][CH2:16][CH:15]=[CH:14][CH2:13][CH2:12]1>>[CH:11]1([C:18]([NH:1][C:2]2[CH:10]=[CH:9][C:5]([C:6]([OH:8])=[O:7])=[CH:4][CH:3]=2)=[O:19])[CH2:17][CH2:16][CH:15]=[CH:14][CH2:13][CH2:12]1. Procedure: 4-(4-Cycloheptene-1-carbonylamino)-benzoic acid was prepared as described in Example 3 from 4.45 g (0.0324 mol) of p-aminobenzoic acid and 5.7 g (0.0359 mol) of 4-cycloheptene-1-carboxylic acid chloride. The reactants are CC(=O)O[BH-](OC(C)=O)OC(C)=O, CC(C)(C)OC(=O)N1CCNC(C(N)=O)C1, C=O, CO, [Na+]. Yields the product CN1CCN(C(=O)OC(C)(C)C)CC1C(N)=O. RXN SMILES: [C:19]([O:20][BH-:21]([O:22][C:23](=[O:24])[CH3:25])[O:26][C:27](=[O:28])[CH3:29])(=[O:30])[CH3:31].[C:1]([CH3:2])([CH3:3])([CH3:4])[O:5][C:6](=[O:7])[N:8]1[CH2:9][CH:10]([C:14](=[O:15])[NH2:16])[NH:11][CH2:12][CH2:13]1.[CH2:17]=[O:18].[CH3:33][OH:34].[Na+:32]>>[C:1]([CH3:2])([CH3:3])([CH3:4])[O:5][C:6](=[O:7])[N:8]1[CH2:9][CH:10]([C:14](=[O:15])[NH2:16])[N:11]([CH3:19])[CH2:12][CH2:13]1. Reactants: C(C1=CC=CC=C1)OC1=CC(=C(C=C1)C=1NC(=C(N1)C)C=1C=NC=CC1)OC (2-(4-benzyloxy-2-methoxyphenyl)-4-methyl-5-(3-pyridyl)imidazole), [H][H] (hydrogen). The reagents and catalysts are [Pd] (palladium on carbon). Run in CO (methanol), O1CCCC1 (tetrahydrofuran). Conditions: time 5 hour. Product: OC1=CC(=C(C=C1)C=1NC(=C(N1)C)C=1C=NC=CC1)OC (2-(4-hydroxy-2-methoxyphenyl)-4-methyl-5-(3-pyridyl)imidazole). Isolated yield 28.0%. Reaction SMILES: C([O:8][C:9]1[CH:14]=[CH:13][C:12]([C:15]2[NH:16][C:17]([C:21]3[CH:22]=[N:23][CH:24]=[CH:25][CH:26]=3)=[C:18]([CH3:20])[N:19]=2)=[C:11]([O:27][CH3:28])[CH:10]=1)C1C=CC=CC=1.[H][H]>CO.O1CCCC1.[Pd]>[OH:8][C:9]1[CH:14]=[CH:13][C:12]([C:15]2[NH:16][C:17]([C:21]3[CH:22]=[N:23][CH:24]=[CH:25][CH:26]=3)=[C:18]([CH3:20])[N:19]=2)=[C:11]([O:27][CH3:28])[CH:10]=1. Procedure details: To a solution of 2-(4-benzyloxy-2-methoxyphenyl)-4-methyl-5-(3-pyridyl)imidazole (1.18 g) in methanol (12 ml) and tetrahydrofuran (6 ml) was added 10% palladium on carbon (wet ca. 50%, 0.30 g), and the mixture was stirred for 7 hours at ambient temperature under atmospheric pressure of hydrogen gas. The mixture was filtered, and the filtrate was evaporated. The residue was dissolved in methanol (20 ml), and hydrogenated again on palladium on carbon (wet, 0.50 g) for 5 hours. After the filtration...